This data is from the Open Reaction Database (ORD), a public repository of structured organic reaction records. The task is: describe an organic reaction: reactants, conditions, products, and yield Starting materials: N(=O)[O-].[Na+] (sodium nitrite), diazonium salt, C(C)(=O)[O-].[Na+] (sodium acetate), C(C)OC(C(C(C)=O)Cl)=O (2-chloro-3-oxo-butyric acid ethyl ester), C(CC#C)OC1=C(N)C=C(C=C1)I (2-(but-3-yn-1-yloxy)-5-iodoaniline). Solvent: O (water), C(C)O (ethanol), Cl (hydrochloric acid), O1CCCC1 (tetrahydrofuran). Reaction conditions: time 1 hour. Product: C(CC#C)OC1=C(C=C(C=C1)I)NN=C(C(=O)OCC)Cl (ethyl 2-{2-[2-(but-3-yn-1-yloxy)-5-iodophenyl]hydrazin-1-ylidene}-2-chloroacetate). Isolated yield 96.2%. RXN SMILES: C([O-])(=O)C.[Na+].[CH2:6]([O:8][C:9](=[O:15])[CH:10]([Cl:14])C(=O)C)[CH3:7].[CH2:16]([O:20][C:21]1[CH:27]=[CH:26][C:25]([I:28])=[CH:24][C:22]=1[NH2:23])[CH2:17][C:18]#[CH:19].[N:29]([O-])=O.[Na+]>C(O)C.Cl.O1CCCC1.O>[CH2:16]([O:20][C:21]1[CH:27]=[CH:26][C:25]([I:28])=[CH:24][C:22]=1[NH:23][N:29]=[C:10]([Cl:14])[C:9]([O:8][CH2:6][CH3:7])=[O:15])[CH2:17][C:18]#[CH:19] |f:0.1,4.5|. Procedure: A mixture of sodium acetate (1.29 g, 15.7 mmol) and 2-chloro-3-oxo-butyric acid ethyl ester (1.4 ml, 10.0 mmol) in ethanol (125 ml) was stirred at room temperature for 1 hours and then cooled to 0° C. In a separate flask a mixture of 2-(but-3-yn-1-yloxy)-5-iodoaniline (2.81 g, 9.79 mmol) in hydrochloric acid (6 M, 6.8 ml) and tetrahydrofuran (2 ml) was cooled to 0° C. before a solution of sodium nitrite (685 mg, 9.79 mmol) in water (−10 ml) was added slowly. After stirring for 30 minutes in the ... Starting materials: O (water), [OH-].[Na+] (NaOH), S(=O)(=O)(C1=CC=C(C)C=C1)O[C@@H]1CC2=CC[C@H]3[C@@H]4CC[C@H]([C@@H](CCCC(C)C)C)[C@]4(CC[C@@H]3[C@]2([C@H](C1)OC(C)=O)C)C (1α-acetoxycholesterol tosylate). Solvent: C1=CC=CC=C1 (benzene). The product is O[C@H]1CCCC2=CC[C@H]3[C@@H]4CC[C@H]([C@@H](CCCC(C)C)C)[C@]4(CC[C@@H]3[C@@]12C)C (1α-hydroxycholest-5-ene). Reaction SMILES: S(O[C@H:12]1[CH2:36][C@H:35]([O:37]C(=O)C)[C@@:34]2([CH3:41])[C:14](=[CH:15][CH2:16][C@@H:17]3[C@@H:33]2[CH2:32][CH2:31][C@@:30]2([CH3:42])[C@H:18]3[CH2:19][CH2:20][C@@H:21]2[C@H:22]([CH3:29])[CH2:23][CH2:24][CH2:25][CH:26]([CH3:28])[CH3:27])[CH2:13]1)(C1C=CC(C)=CC=1)(=O)=O.O.[OH-].[Na+]>C1C=CC=CC=1>[OH:37][C@@H:35]1[C@@:34]2([CH3:41])[C:14](=[CH:15][CH2:16][C@@H:17]3[C@@H:33]2[CH2:32][CH2:31][C@@:30]2([CH3:42])[C@H:18]3[CH2:19][CH2:20][C@@H:21]2[C@H:22]([CH3:29])[CH2:23][CH2:24][CH2:25][CH:26]([CH3:27])[CH3:28])[CH2:13][CH2:12][CH2:36]1 |f:2.3|. Reported procedure: A solution of 0.900 mg of the tosylate 18 in 50 ml of benzene was stirred and purged with N2. Upon addition of 2.3 ml of Vitride reagent (a solution of 70% Na bis(2-methoxyethoxy aluminum hydride in benzene, Aldrich Chemical Co.), the mixture was refluxed (80°) for 18 hours. The product was isolated in the usual manner: after addition of water and 1.0 ml of 10% NaOH, the inorganic precipitate was removed by filtration and washed with ether, the aqueous phase was further extracted with ether, and... The reactants are C1CCOC1, Cc1onc(-c2c(Cl)cccc2Cl)c1C(=O)Cl, CC(C)C(=O)Nc1cccc(C2CCN(CCCCCN)CC2)c1. The product is Cc1onc(-c2c(Cl)cccc2Cl)c1C(=O)NCCCCCN1CCC(c2cccc(NC(=O)C(C)C)c2)CC1. RXN SMILES: [CH2:42]1[O:43][CH2:44][CH2:45][CH2:46]1.[Cl:25][c:26]1[c:27](-[c:33]2[n:34][o:35][c:36]([CH3:41])[c:37]2[C:38](=[O:39])[Cl:40])[c:28]([Cl:32])[cH:29][cH:30][cH:31]1.[NH2:1][CH2:2][CH2:3][CH2:4][CH2:5][CH2:6][N:7]1[CH2:8][CH2:9][CH:10]([c:13]2[cH:14][c:15]([NH:19][C:20]([CH:21]([CH3:22])[CH3:23])=[O:24])[cH:16][cH:17][cH:18]2)[CH2:11][CH2:12]1>>[NH:1]([CH2:2][CH2:3][CH2:4][CH2:5][CH2:6][N:7]1[CH2:8][CH2:9][CH:10]([c:13]2[cH:14][c:15]([NH:19][C:20]([CH:21]([CH3:22])[CH3:23])=[O:24])[cH:16][cH:17][cH:18]2)[CH2:11][CH2:12]1)[C:38]([c:37]1[c:33](-[c:27]2[c:26]([Cl:25])[cH:31][cH:30][cH:29][c:28]2[Cl:32])[n:34][o:35][c:36]1[CH3:41])=[O:39].